From a dataset of the Open Reaction Database (ORD), a public repository of structured organic reaction records. describe an organic reaction: reactants, conditions, products, and yield Reactants: C1(=CC=CC=C1)COC1=C(C(=O)NN)C=C(C=C1OCC1=CC=CC=C1)S(=O)(=O)O (2,3-di(phenylmethoxy)-5-sulfobenzoic acid hydrazide), CN1CCOCC1 (N-methylmorpholine), CC(C)(OC(=O)NOCC(=O)O)C ([(1,1-dimethylethoxy)carbonyl]aminooxy acetic acid), CN1CCOCC1 (N-methylmorpholine), C(C(C)C)OC(=O)Cl (isobutylchloroformate), Cl (hydrochloric acid). The reagents and catalysts are CN(C)C1=CC=NC=C1 (4-(N, N-dimethylamino)pyridine). The solvent is CN(C=O)C (dimethylformamide), CN(C=O)C (dimethylformamide), O (water), CN(C=O)C (dimethylformamide). Reaction conditions: temperature -10 celsius, time 1 hour. The product is CC(C)(OC(=O)NOCC(=O)NNC(C1=C(C(=CC(=C1)S(=O)(=O)O)OCC1=CC=CC=C1)OCC1=CC=CC=C1)=O)C (2,3-Di(phenylmethoxy)-5-sulfobenzoic acid, 2-[[[(1,1-dimethylethoxy)-carbonyl]aminooxy]acetyl]hydrazide). As a reaction SMILES: [CH3:1][C:2]([CH3:13])([O:4][C:5]([NH:7][O:8][CH2:9][C:10]([OH:12])=O)=[O:6])[CH3:3].CN1CCOCC1.C(OC(Cl)=O)C(C)C.[C:29]1([CH2:35][O:36][C:37]2[C:46]([O:47][CH2:48][C:49]3[CH:54]=[CH:53][CH:52]=[CH:51][CH:50]=3)=[CH:45][C:44]([S:55]([OH:58])(=[O:57])=[O:56])=[CH:43][C:38]=2[C:39]([NH:41][NH2:42])=[O:40])[CH:34]=[CH:33][CH:32]=[CH:31][CH:30]=1.Cl>CN(C)C=O.CN(C1C=CN=CC=1)C.O>[CH3:13][C:2]([CH3:1])([O:4][C:5]([NH:7][O:8][CH2:9][C:10]([NH:42][NH:41][C:39](=[O:40])[C:38]1[CH:43]=[C:44]([S:55]([OH:58])(=[O:57])=[O:56])[CH:45]=[C:46]([O:47][CH2:48][C:49]2[CH:54]=[CH:53][CH:52]=[CH:51][CH:50]=2)[C:37]=1[O:36][CH2:35][C:29]1[CH:34]=[CH:33][CH:32]=[CH:31][CH:30]=1)=[O:12])=[O:6])[CH3:3]. Procedure details: A solution of [(1,1-dimethylethoxy)carbonyl]aminooxy acetic acid (Example 7b, 1.0g, 5.2 mmole) and N-methylmorpholine (0.57 ml, 5.2 mmole) in 10 ml of dimethylformamide at -10° C. was treated dropwise with isobutylchloroformate (0.74 ml, 5.7 mmole). The mixture was stirred at -10° C. for 1 hour, then was treated with a suspension of 2,3-di(phenylmethoxy)-5-sulfobenzoic acid hydrazide (2.24g, 5.2 mmole) in 20 ml of dimethylformamide followed by the dropwise addition of a solution of N-methylmorph... The reactants are O=S1CCN(c2nc(Cl)nc3c(SCCc4ccccc4)ncnc23)CC1, NCCO. Product: O=S1CCN(c2nc(NCCO)nc3c(SCCc4ccccc4)ncnc23)CC1. RXN SMILES: [Cl:1][c:2]1[n:3][c:4]([N:21]2[CH2:22][CH2:23][S:24](=[O:27])[CH2:25][CH2:26]2)[c:5]2[c:6]([n:7]1)[c:8]([S:12][CH2:13][CH2:14][c:15]1[cH:16][cH:17][cH:18][cH:19][cH:20]1)[n:9][cH:10][n:11]2.[OH:28][CH2:29][CH2:30][NH2:31]>>[c:2]1([NH:31][CH2:30][CH2:29][OH:28])[n:3][c:4]([N:21]2[CH2:22][CH2:23][S:24](=[O:27])[CH2:25][CH2:26]2)[c:5]2[c:6]([n:7]1)[c:8]([S:12][CH2:13][CH2:14][c:15]1[cH:16][cH:17][cH:18][cH:19][cH:20]1)[n:9][cH:10][n:11]2. The reactants are COC1=CC2=C(CCC[C@@H](C2)N)C=C1 ((S)-3-methoxy-6,7,8,9-tetrahydro-5H-benzocyclohepten-6-amine), C(C1=CC=CC=C1)=O (benzaldehyde), Cl (hydrogen chloride), [H][H] (hydrogen). Reagents/catalysts: [Pd] (palladium on carbon). Run in C(C)O (ethanol), C(C)(=O)O (acetic acid), C(C)(=O)OCC (ethyl acetate), C(C)(=O)OCC (ethyl acetate). Reaction conditions: time 3 hour. Yields the product Cl.C(C1=CC=CC=C1)N[C@@H]1CC2=C(CCC1)C=CC(=C2)OC ((S)-N-benzyl-3-methoxy-6,7,8,9-tetrahydro-5H-benzocyclohepten-6-amine hydrochloride). RXN SMILES: [CH3:1][O:2][C:3]1[CH:14]=[CH:13][C:6]2[CH2:7][CH2:8][CH2:9][C@H:10]([NH2:12])[CH2:11][C:5]=2[CH:4]=1.[CH:15](=O)[C:16]1[CH:21]=[CH:20][CH:19]=[CH:18][CH:17]=1.[H][H].[ClH:25]>[Pd].C(OCC)(=O)C.C(O)C.C(O)(=O)C>[ClH:25].[CH2:15]([NH:12][C@H:10]1[CH2:9][CH2:8][CH2:7][C:6]2[CH:13]=[CH:14][C:3]([O:2][CH3:1])=[CH:4][C:5]=2[CH2:11]1)[C:16]1[CH:21]=[CH:20][CH:19]=[CH:18][CH:17]=1 |f:8.9|. Procedure details: (S)-3-Methoxy-6,7,8,9-tetrahydro-5H-benzocyclohepten-6-amine hydrochloride (35.5 g) was neutralized with cold 2N sodium hydroxide (155 ml) and the mixture was extracted once with ethyl acetate (310 ml). The extract was washed once with brine (155 ml), dried over anhydrous sodium sulfate, and concentrated in vacuo to afford (S)-3-methoxy-6,7,8,9-tetrahydro-5H-benzocyclohepten-6-amine (30.1 g). A mixture of (S)-3-methoxy-6,7,8,9-tetrahydro-5H-benzocyclohepten-6-amine (30.1 g), 10% palladium on car... Reactants: C(C)OC(=O)N1C(C2=CC(=C(C=C2C=C1)O)OC)CC1=CC(=CC=C1)OC (6-hydroxy-7-methoxy-1-(3-methoxy-benzyl)-1H-isoquinoline-2-carboxylic acid ethyl ester), C([O-])([O-])=O.[K+].[K+] (potassium carbonate), C1(CCCC1)I (cyclopentyl iodide), C(C)(=O)OCC.CCCCCC (ethyl acetate hexane). Yield: 33.2%. Procedure: To a stirred solution of 6-hydroxy-7-methoxy-1-(3-methoxy-benzyl)-1H-isoquinoline-2-carboxylic acid ethyl ester (890 mg, 2.41 mmol) in anhydrous N,N-dimethylformamide (25 mL) was added potassium carbonate (2.0 g, 14.5 mmol) and cyclopentyl iodide (0.84 mL, 7.24 mmol) dropwise. The reaction mixture was heated with stirring at 85° C. for 18 h. The solvent was evaporated and the residue was diluted with ethyl acetate (50 mL) and water (50 mL). The aqueous phase was extracted with ethyl acetate (3×5... Reaction conditions: temperature 85 celsius, time 18 hour. The product is C(C)OC(=O)N1C(C2=CC(=C(C=C2C=C1)OC1CCCC1)OC)CC1=CC(=CC=C1)OC (6-cyclopentyloxy-7-methoxy-1-(3-methoxy-benzyl)-1H-isoquinoline-2-carboxylic acid ethyl ester). RXN SMILES: [CH2:1]([O:3][C:4]([N:6]1[CH:15]=[CH:14][C:13]2[C:8](=[CH:9][C:10]([O:17][CH3:18])=[C:11]([OH:16])[CH:12]=2)[CH:7]1[CH2:19][C:20]1[CH:25]=[CH:24][CH:23]=[C:22]([O:26][CH3:27])[CH:21]=1)=[O:5])[CH3:2].C(=O)([O-])[O-].[K+].[K+].[CH:34]1(I)[CH2:38][CH2:37][CH2:36][CH2:35]1.C(OCC)(=O)C.CCCCCC>CN(C)C=O>[CH2:1]([O:3][C:4]([N:6]1[CH:15]=[CH:14][C:13]2[C:8](=[CH:9][C:10]([O:17][CH3:18])=[C:11]([O:16][CH:34]3[CH2:38][CH2:37][CH2:36][CH2:35]3)[CH:12]=2)[CH:7]1[CH2:19][C:20]1[CH:25]=[CH:24][CH:23]=[C:22]([O:26][CH3:27])[CH:21]=1)=[O:5])[CH3:2] |f:1.2.3,5.6|. The solvent is CN(C=O)C (N,N-dimethylformamide). The reactants are [Br-], C1CCOC1, C[Mg+], CCOC(C)=O, Cl, Cc1cc(C(=O)C2CCCCC2)c(CN(Cc2cc(C(F)(F)F)cc(C(F)(F)F)c2)c2nnn(C)n2)cc1C(F)(F)F. Product: Cc1cc(C(C)(O)C2CCCCC2)c(CN(Cc2cc(C(F)(F)F)cc(C(F)(F)F)c2)c2nnn(C)n2)cc1C(F)(F)F. As a reaction SMILES: [Br-:43].[CH2:53]1[O:54][CH2:55][CH2:56][CH2:57]1.[CH3:44][Mg+:45].[CH3:47][CH2:48][O:49][C:50](=[O:51])[CH3:52].[ClH:46].[F:1][C:2]([c:3]1[cH:4][c:5]([CH2:6][N:7]([c:8]2[n:9][n:10][n:11]([CH3:13])[n:12]2)[CH2:14][c:15]2[c:16]([C:26](=[O:27])[CH:28]3[CH2:29][CH2:30][CH2:31][CH2:32][CH2:33]3)[cH:17][c:18]([CH3:25])[c:19]([C:21]([F:22])([F:23])[F:24])[cH:20]2)[cH:34][c:35]([C:37]([F:38])([F:39])[F:40])[cH:36]1)([F:41])[F:42]>>[F:1][C:2]([c:3]1[cH:4][c:5]([CH2:6][N:7]([c:8]2[n:9][n:10][n:11]([CH3:13])[n:12]2)[CH2:14][c:15]2[c:16]([C:26]([OH:27])([CH:28]3[CH2:29][CH2:30][CH2:31][CH2:32][CH2:33]3)[CH3:47])[cH:17][c:18]([CH3:25])[c:19]([C:21]([F:22])([F:23])[F:24])[cH:20]2)[cH:34][c:35]([C:37]([F:38])([F:39])[F:40])[cH:36]1)([F:41])[F:42]. Reactants: CCCC[Sn](Cl)(CCCC)CCCC, CN(C)c1ccccn1, CN(C)CCO, CCCCCC, [Li]CCCC, O. Product: CCCC[Sn](CCCC)(CCCC)c1cccc(N(C)C)n1. Reaction SMILES: [CH2:21]([CH2:22][CH2:23][CH3:24])[Sn:25]([CH2:26][CH2:27][CH2:28][CH3:29])([CH2:30][CH2:31][CH2:32][CH3:33])[Cl:34].[CH3:12][N:13]([c:14]1[n:15][cH:16][cH:17][cH:18][cH:19]1)[CH3:20].[CH3:1][N:2]([CH3:3])[CH2:4][CH2:5][OH:6].[CH3:35][CH2:36][CH2:37][CH2:38][CH2:39][CH3:40].[CH3:7][CH2:8][CH2:9][CH2:10][Li:11].[OH2:41]>>[CH3:12][N:13]([c:14]1[n:15][c:16]([Sn:25]([CH2:21][CH2:22][CH2:23][CH3:24])([CH2:26][CH2:27][CH2:28][CH3:29])[CH2:30][CH2:31][CH2:32][CH3:33])[cH:17][cH:18][cH:19]1)[CH3:20].